This data is from the Open Reaction Database (ORD), a public repository of structured organic reaction records. The task is: describe an organic reaction: reactants, conditions, products, and yield Yield: 20.7%. As a reaction SMILES: [NH2:1][CH2:2][C:3]1([CH2:7][NH:8][C:9]2[C:18]3[C:13](=[CH:14][CH:15]=[C:16]([C:19]([O:21]C)=[O:20])[CH:17]=3)[N:12]=[C:11]([N:23]3[CH2:29][C:28]4[CH:30]=[CH:31][CH:32]=[CH:33][C:27]=4[S:26](=[O:35])(=[O:34])[CH2:25][CH2:24]3)[CH:10]=2)[CH2:6][O:5][CH2:4]1.[OH-].[Na+]>O1CCCC1.O>[NH2:1][CH2:2][C:3]1([CH2:7][NH:8][C:9]2[C:18]3[C:13](=[CH:14][CH:15]=[C:16]([C:19]([OH:21])=[O:20])[CH:17]=3)[N:12]=[C:11]([N:23]3[CH2:29][C:28]4[CH:30]=[CH:31][CH:32]=[CH:33][C:27]=4[S:26](=[O:35])(=[O:34])[CH2:25][CH2:24]3)[CH:10]=2)[CH2:4][O:5][CH2:6]1 |f:1.2|. Run in O1CCCC1 (tetrahydrofuran), O (water). Run at time 8 hour. Procedure: To a stirred solution of methyl 4-({[3-(aminomethyl)oxetan-3-yl]methyl}amino)-2-(1,1-dioxido-2,3-dihydro-1,4-benzothiazepin-4(5H)-yl)quinoline-6-carboxylate (100 mg, 0.2 mmol) in tetrahydrofuran and water (4 mL, V/V=3/1) was added sodium hydroxide (40 mg, 1.0 mmol). After being stirred at room temperature overnight, the resulting mixture was concentrated in vacuo to remove the organic solvent. The residual aqueous solution was acidified with an aqueous solution of citric acid (5 mL, 20%) and ext... Reactants: NCC1(COC1)CNC1=CC(=NC2=CC=C(C=C12)C(=O)OC)N1CCS(C2=C(C1)C=CC=C2)(=O)=O (methyl 4-({[3-(aminomethyl)oxetan-3-yl]methyl}amino)-2-(1,1-dioxido-2,3-dihydro-1,4-benzothiazepin-4(5H)-yl)quinoline-6-carboxylate), [OH-].[Na+] (sodium hydroxide). The product is NCC1(COC1)CNC1=CC(=NC2=CC=C(C=C12)C(=O)O)N1CCS(C2=C(C1)C=CC=C2)(=O)=O (4-({[3-(Aminomethyl)oxetan-3-yl]methyl}amino)-2-(1,1-dioxido-2,3-dihydro-1,4-benzothiazepin-4(5H)-yl)quinoline-6-carboxylic acid). The reactants are COc1ccc(Cn2c(=O)c3cnn(C4CCOCC4)c3c3ccc(-c4c(C)ccnc4OC)cc32)c(OC)c1, O=C(O)C(F)(F)F. Yields the product COc1nccc(C)c1-c1ccc2c(c1)[nH]c(=O)c1cnn(C3CCOCC3)c12. Reaction SMILES: [CH3:1][O:2][c:3]1[cH:4][c:5]([O:35][CH3:36])[cH:37][cH:38][c:39]1[CH2:40][n:6]1[c:7](=[O:34])[c:8]2[c:9]([c:10]3[cH:11][cH:12][c:13](-[c:16]4[c:17]([O:23][CH3:24])[n:18][cH:19][cH:20][c:21]4[CH3:22])[cH:14][c:15]13)[n:25]([CH:28]1[CH2:29][CH2:30][O:31][CH2:32][CH2:33]1)[n:26][cH:27]2.[F:41][C:42]([F:43])([F:44])[C:45]([OH:46])=[O:47]>>[nH:6]1[c:7](=[O:34])[c:8]2[c:9]([c:10]3[cH:11][cH:12][c:13](-[c:16]4[c:17]([O:23][CH3:24])[n:18][cH:19][cH:20][c:21]4[CH3:22])[cH:14][c:15]13)[n:25]([CH:28]1[CH2:29][CH2:30][O:31][CH2:32][CH2:33]1)[n:26][cH:27]2. The reactants are C(C)(=O)O (acetic acid), C(#N)[BH3-].[Na+] (sodium cyanoborohydride), CC1=CC=C2C(=CNC2=C1)C=O (6-methyl-1H-indole-3-carbaldehyde), CN (methylamine). Solvent: CO (methanol), O1CCCC1 (tetrahydrofurane). Conditions: time 1 hour. Product: CNCC1=CNC2=CC(=CC=C12)C (methyl-(6-methyl-1H-indol-3-ylmethyl)-amine). Reaction SMILES: [CH3:1][C:2]1[CH:10]=[C:9]2[C:5]([C:6]([CH:11]=O)=[CH:7][NH:8]2)=[CH:4][CH:3]=1.C(O)(=O)C.CN.[C:19]([BH3-])#[N:20].[Na+]>CO.O1CCCC1>[CH3:19][NH:20][CH2:11][C:6]1[C:5]2[C:9](=[CH:10][C:2]([CH3:1])=[CH:3][CH:4]=2)[NH:8][CH:7]=1 |f:3.4|. Procedure: To a suspension of 6-methyl-1H-indole-3-carbaldehyde (0.96 g, Lit. 5) in methanol (15 ml) was added at 22° C. acetic acid (1.7 ml) and a solution of methylamine in tetrahydrofurane (2 M, 12.0 ml). After stirring for 1 h, sodium cyanoborohydride (0.76 g) was added in 5 portions and stirring was continued for 2 h. The mixture was evaporated and the residue partitioned between aqueous hydrochloric acid (1 N) and dichloromethane. The pH of the aqueous layer was adjusted to 14 using sodium hydroxide ...